This data is from the Open Reaction Database (ORD), a public repository of structured organic reaction records. The task is: describe an organic reaction: reactants, conditions, products, and yield Reactants: [Al+3], O=C1COc2ncc(Br)cc2N1, [H-], [H-], [H-], [H-], [Li+], C1CCOC1, O. The product is Brc1cnc2c(c1)NCCO2. As a reaction SMILES: [Al+3:14].[Br:1][c:2]1[cH:3][c:4]2[c:5]([n:11][cH:12]1)[O:6][CH2:7][C:8](=[O:10])[NH:9]2.[H-:13].[H-:16].[H-:17].[H-:18].[Li+:15].[O:20]1[CH2:21][CH2:22][CH2:23][CH2:24]1.[OH2:19]>>[Br:1][c:2]1[cH:3][c:4]2[c:5]([n:11][cH:12]1)[O:6][CH2:7][CH2:8][NH:9]2. The reactants are C1=CC(=CC(=C1)Cl)C(=O)OO (mCPBA), BrC=1C=CC=2C3=C(C=NC2C1)N=C(S3)CON=C(C)C (acetone O-(7-bromo[1,3]thiazolo[4,5-c]quinolin-2-ylmethyl)oxime). Run in C(Cl)(Cl)Cl (chloroform). Run at time 1.5 hour. The product is BrC=1C=CC=2C3=C(C=[N+](C2C1)[O-])N=C(S3)CON=C(C)C (acetone O-(7-bromo-5-oxido[1,3]thiazolo[4,5-c]quinolin-2-ylmethyl)oxime). RXN SMILES: C1C=C(Cl)C=C(C(OO)=[O:9])C=1.[Br:12][C:13]1[CH:14]=[CH:15][C:16]2[C:17]3[S:25][C:24]([CH2:26][O:27][N:28]=[C:29]([CH3:31])[CH3:30])=[N:23][C:18]=3[CH:19]=[N:20][C:21]=2[CH:22]=1>C(Cl)(Cl)Cl>[Br:12][C:13]1[CH:14]=[CH:15][C:16]2[C:17]3[S:25][C:24]([CH2:26][O:27][N:28]=[C:29]([CH3:31])[CH3:30])=[N:23][C:18]=3[CH:19]=[N+:20]([O-:9])[C:21]=2[CH:22]=1. Reported procedure: mCPBA (5.50 g of 77% purity, 24.6 mmol) was added to a solution of acetone O-(7-bromo[1,3]thiazolo[4,5-c]quinolin-2-ylmethyl)oxime (3.44 g, 9.82 mmol) in chloroform (100 mL), and the reaction was stirred for 1.5 hours at room temperature and subsequently washed with aqueous sodium carbonate (100 mL of 10% w/w). The organic layer was dried over magnesium sulfate and filtered to provide a solution of acetone O-(7-bromo-5-oxido[1,3]thiazolo[4,5-c]quinolin-2-ylmethyl)oxime in chloroform. RXN SMILES: [CH2:1]([C:3]([C:5]1([C:11]2[CH:16]=[CH:15][CH:14]=[CH:13][C:12]=2[S:17][C:18]2[CH:23]=[CH:22][CH:21]=[CH:20][CH:19]=2)[CH2:10][CH2:9][NH:8][CH2:7][CH2:6]1)=[O:4])[CH3:2].Cl[CH2:25][CH:26]1[CH2:30][CH2:29][CH2:28][O:27]1.C(=O)(O)[O-].[Na+].[I-].[K+].[C:38]([OH:43])(=[O:42])[C:39]([OH:41])=[O:40]>CN(C)C=O.O.CCOCC>[C:38]([OH:43])(=[O:42])[C:39]([OH:41])=[O:40].[CH2:1]([C:3]([C:5]1([C:11]2[CH:16]=[CH:15][CH:14]=[CH:13][C:12]=2[S:17][C:18]2[CH:19]=[CH:20][CH:21]=[CH:22][CH:23]=2)[CH2:6][CH2:7][N:8]([CH2:25][CH:26]2[CH2:30][CH2:29][CH2:28][O:27]2)[CH2:9][CH2:10]1)=[O:4])[CH3:2] |f:2.3,4.5,10.11|. The product is C(C(=O)O)(=O)O.C(C)C(=O)C1(CCN(CC1)CC1OCCC1)C1=C(C=CC=C1)SC1=CC=CC=C1 (4-ethylcarbonyl-4-(2-phenylthiophenyl)-1-(2-tetrahydrofurylmethyl)piperidine oxalate). Starting materials: C(C)C(=O)C1(CCNCC1)C1=C(C=CC=C1)SC1=CC=CC=C1 (4-ethylcarbonyl-4-(2-phenylthiophenyl)piperidine), base, ClCC1OCCC1 (2-chloromethyltetrahydrofuran), C([O-])(O)=O.[Na+] (sodium bicarbonate), [I-].[K+] (potassium iodide), C(C(=O)O)(=O)O (oxalic acid). Reported procedure: A mixture of 1.8 g of 4-ethylcarbonyl-4-(2-phenylthiophenyl)piperidine, free base of Example 11, 0.93 g of 2-chloromethyltetrahydrofuran, 1.6 g of sodium bicarbonate and 1.6 g of potassium iodide in 20 ml of dimethylformamide is stirred at 80°-85° C. for 16 hours. Thereafter, the mixture is permitted to cool before being diluted with 50 ml of water. The diluted mixture is extracted four times with 30 ml portions of ether and the combined ether extracts are washed with 25 ml saturated sodium chlo... Run in O (water), CN(C=O)C (dimethylformamide), CCOCC (ether). Run at time 16 hour. RXN SMILES: [F:1][C:2]([F:30])([F:29])[C:3]1[CH:4]=[C:5]([NH:9][C:10]2[C:11]3[N:28]=[CH:27][S:26][C:12]=3[N:13]=[C:14]([C:16]3[CH:17]=[C:18]([CH:23]=[CH:24][CH:25]=3)[C:19]([O:21]C)=[O:20])[N:15]=2)[CH:6]=[CH:7][CH:8]=1.[OH-].[Na+].Cl>C1COCC1.CO.O>[F:30][C:2]([F:1])([F:29])[C:3]1[CH:4]=[C:5]([NH:9][C:10]2[C:11]3[N:28]=[CH:27][S:26][C:12]=3[N:13]=[C:14]([C:16]3[CH:17]=[C:18]([CH:23]=[CH:24][CH:25]=3)[C:19]([OH:21])=[O:20])[N:15]=2)[CH:6]=[CH:7][CH:8]=1 |f:1.2|. Reported procedure: To a stirred solution of methyl 3-(7-(3-(trifluoromethyl)phenylamino)thiazolo[5,4-d]pyrimidin-5-yl)benzoate (100 mg, 0.23 mmol) in 3 mL of THF and 3 mL of methanol was added a solution of sodium hydroxide (46.5 mg, 1.16 mmol) in 1 mL of water at room temperature. Then the reaction mixture was stirred at room temperature for 16 hours. HCl was added until pH=4. The solvent was evaporated at 40° C. at reduced pressure and the residue was purified by silica gel chromatography (silica gel 200-300 mes... Solvent: C1CCOC1 (THF), CO (methanol), O (water). The reactants are Cl (HCl), FC(C=1C=C(C=CC1)NC=1C2=C(N=C(N1)C=1C=C(C(=O)OC)C=CC1)SC=N2)(F)F (methyl 3-(7-(3-(trifluoromethyl)phenylamino)thiazolo[5,4-d]pyrimidin-5-yl)benzoate), [OH-].[Na+] (sodium hydroxide). The product is FC(C=1C=C(C=CC1)NC=1C2=C(N=C(N1)C=1C=C(C(=O)O)C=CC1)SC=N2)(F)F (3-(7-(3-(trifluoromethyl)phenylamino)thiazolo[5,4-d]pyrimidin-5-yl)benzoic acid). Run at time 16 hour. Yield: 67.9%. Reactants: C(C1=CC=CC=C1)OC1=C(C=C(C(=C1)OCC1=CC=CC=C1)C(=C)C)C(=O)N1CCC(CC1)CC=O (2—(1-{[2,4-bis(benzyloxy)-5-(prop-1-en-2-yl)phenyl]carbonyl}piperidin-4-yl)acetaldehyde), S(=O)(=O)(O)C1=CC=C(C)C=C1.C1(CCCC1)OC([C@@H](N)CC1=CC=CC=C1)=O (L-phenylalanine cyclopentyl ester tosylate). Product: OC1=C(C=C(C(=C1)O)C(C)C)C(=O)N1CCC(CC1)CCN[C@@H](CC1=CC=CC=C1)C(=O)OC1CCCC1 (cyclopentyl N-[2-(1-{[2,4-dihydroxy-5-(propan-2-yl)phenyl]carbonyl}piperidin-4-yl)ethyl]-L-phenylalaninate). As a reaction SMILES: C([O:8][C:9]1[CH:14]=[C:13]([O:15]CC2C=CC=CC=2)[C:12]([C:23]([CH3:25])=[CH2:24])=[CH:11][C:10]=1[C:26]([N:28]1[CH2:33][CH2:32][CH:31]([CH2:34][CH:35]=O)[CH2:30][CH2:29]1)=[O:27])C1C=CC=CC=1.S(C1C=CC(C)=CC=1)(O)(=O)=O.[CH:48]1([O:53][C:54](=[O:64])[C@H:55]([CH2:57][C:58]2[CH:63]=[CH:62][CH:61]=[CH:60][CH:59]=2)[NH2:56])[CH2:52][CH2:51][CH2:50][CH2:49]1>>[OH:8][C:9]1[CH:14]=[C:13]([OH:15])[C:12]([CH:23]([CH3:24])[CH3:25])=[CH:11][C:10]=1[C:26]([N:28]1[CH2:33][CH2:32][CH:31]([CH2:34][CH2:35][NH:56][C@H:55]([C:54]([O:53][CH:48]2[CH2:52][CH2:51][CH2:50][CH2:49]2)=[O:64])[CH2:57][C:58]2[CH:59]=[CH:60][CH:61]=[CH:62][CH:63]=2)[CH2:30][CH2:29]1)=[O:27] |f:1.2|. Procedure details: Prepared from Intermediate D and L-phenylalanine cyclopentyl ester tosylate. 1H NMR (300 MHz, d3-MeOD) 7.44-7.17 (5H, m), 6.95 (1H, s), 6.34 (1H, s), 5.17, (1H, m), 4.35-4.12 (4H, m), 3.46-3.35 (1H, m), 3.27-2.85 (6H, m), 1.93-1.21, (13H, m), 1.19 (6H, d, J=7.0 Hz). LC/MS: purity 98.4%, m/z 523 [M+H]+ Reactants: N1N=CC(=C1)C1=CC2=C(C=3N=C(SC3CCO2)C(=O)O)C=C1 (8-(1H-Pyrazol-4-yl)-4,5-dihydro-6-oxa-3-thia-1-aza-benzo[e]azulene-2-carboxylic acid), FC1=C(C=CC(=C1)F)C1CCNCC1 (4-(2,4-difluorophenyl)piperidine). Product: FC1=C(C=CC(=C1)F)C1CCN(CC1)C(=O)C=1SC=2CCOC3=C(C2N1)C=CC(=C3)C=3C=NNC3 ([4-(2,4-Difluoro-phenyl)-piperidin-1-yl]-[8-(1H-pyrazol-4-yl)-4,5-dihydro-6-oxa-3-thia-1-aza-benzo[e]azulen-2-yl]-methanone). RXN SMILES: [NH:1]1[CH:5]=[C:4]([C:6]2[CH:22]=[CH:21][C:9]3[C:10]4[N:11]=[C:12]([C:18]([OH:20])=O)[S:13][C:14]=4[CH2:15][CH2:16][O:17][C:8]=3[CH:7]=2)[CH:3]=[N:2]1.[F:23][C:24]1[CH:29]=[C:28]([F:30])[CH:27]=[CH:26][C:25]=1[CH:31]1[CH2:36][CH2:35][NH:34][CH2:33][CH2:32]1>>[F:23][C:24]1[CH:29]=[C:28]([F:30])[CH:27]=[CH:26][C:25]=1[CH:31]1[CH2:32][CH2:33][N:34]([C:18]([C:12]2[S:13][C:14]3[CH2:15][CH2:16][O:17][C:8]4[CH:7]=[C:6]([C:4]5[CH:5]=[N:1][NH:2][CH:3]=5)[CH:22]=[CH:21][C:9]=4[C:10]=3[N:11]=2)=[O:20])[CH2:35][CH2:36]1. Procedure details: Following the procedure for 103, 8-(1H-Pyrazol-4-yl)-4,5-dihydro-6-oxa-3-thia-1-aza-benzo[e]azulene-2-carboxylic acid (50.0 mg, 0.2 mmol) was reacted with 4-(2,4-difluorophenyl)piperidine (1.2 equiv) to give 214 (11.8 mg, M+1 493.1) Reactants: C1CCOC1, Cc1ccc(S(=O)(=O)N2CCCC2CN2CCN(C)CC2)cc1, CCO, [Li], N. The product is CN1CCN(CC2CCCN2)CC1. RXN SMILES: [CH2:29]1[O:30][CH2:31][CH2:32][CH2:33]1.[CH3:1][N:2]1[CH2:3][CH2:4][N:5]([CH2:8][CH:9]2[N:10]([S:14]([c:15]3[cH:16][cH:17][c:18]([CH3:19])[cH:20][cH:21]3)(=[O:22])=[O:23])[CH2:11][CH2:12][CH2:13]2)[CH2:6][CH2:7]1.[CH3:24][CH2:25][OH:26].[Li:28].[NH3:27]>>[CH3:1][N:2]1[CH2:3][CH2:4][N:5]([CH2:8][CH:9]2[NH:10][CH2:11][CH2:12][CH2:13]2)[CH2:6][CH2:7]1. Starting materials: C(C1=CC=CC=C1)OC(=O)N(C12CCC(CC1)(CC2)C(=O)ON2N=NC1=C2C=CC=C1)CC(=O)N1[C@@H](C[C@@H](C1)F)C#N ((2S,4S)-1-[[N-benzyloxycarbonyl-N-[4-(benzotriazol-1-yl)oxycarbonylbicyclo[2.2.2]oct-1-yl]amino]acetyl]-4-fluoropyrrolidine-2-carbonitrile), OC1CCNCC1 (4-hydroxypiperidine). The product is C(C1=CC=CC=C1)OC(=O)N(C12CCC(CC1)(CC2)C(=O)N2CCC(CC2)O)CC(=O)N2[C@@H](C[C@@H](C2)F)C#N ((2S,4S)-1-[[N-benzyloxycarbonyl-N-[4-(4-hydroxypiperidin-1-yl)carbonylbicyclo[2.2.2]oct-1-yl]amino]acetyl]-4-fluoropyrrolidine-2-carbonitrile). Yield: 82.9%. RXN SMILES: [CH2:1]([O:8][C:9]([N:11]([CH2:32][C:33]([N:35]1[CH2:39][C@@H:38]([F:40])[CH2:37][C@H:36]1[C:41]#[N:42])=[O:34])[C:12]12[CH2:19][CH2:18][C:15]([C:20]([O:22]N3C4C=CC=CC=4N=N3)=O)([CH2:16][CH2:17]1)[CH2:14][CH2:13]2)=[O:10])[C:2]1[CH:7]=[CH:6][CH:5]=[CH:4][CH:3]=1.[OH:43][CH:44]1[CH2:49][CH2:48][NH:47][CH2:46][CH2:45]1>>[CH2:1]([O:8][C:9]([N:11]([CH2:32][C:33]([N:35]1[CH2:39][C@@H:38]([F:40])[CH2:37][C@H:36]1[C:41]#[N:42])=[O:34])[C:12]12[CH2:17][CH2:16][C:15]([C:20]([N:47]3[CH2:48][CH2:49][CH:44]([OH:43])[CH2:45][CH2:46]3)=[O:22])([CH2:14][CH2:13]1)[CH2:18][CH2:19]2)=[O:10])[C:2]1[CH:7]=[CH:6][CH:5]=[CH:4][CH:3]=1. Procedure: In a similar manner to Example 4, (2S,4S)-1-[[N-benzyloxycarbonyl-N-[4-(benzotriazol-1-yl)oxycarbonylbicyclo[2.2.2]oct-1-yl]amino]acetyl]-4-fluoropyrrolidine-2-carbonitrile (50.0 mg) and 4-hydroxypiperidine (11.7 mg) were used to obtain (2S,4S)-1-[[N-benzyloxycarbonyl-N-[4-(4-hydroxypiperidin-1-yl)carbonylbicyclo[2.2.2]oct-1-yl]amino]acetyl]-4-fluoropyrrolidine-2-carbonitrile (39.0 mg). Starting materials: [BH4-], O=[N+]([O-])C=Cc1ccc(Cc2ccccc2)nc1, CC(=O)O, CS(C)=O, [Na+]. The product is O=[N+]([O-])CCc1ccc(Cc2ccccc2)nc1. Reaction SMILES: [BH4-:23].[CH2:1]([c:2]1[cH:3][cH:4][cH:5][cH:6][cH:7]1)[c:8]1[n:9][cH:10][c:11]([CH:14]=[CH:15][N+:16](=[O:17])[O-:18])[cH:12][cH:13]1.[CH3:19][C:20](=[O:21])[OH:22].[CH3:25][S:26](=[O:27])[CH3:28].[Na+:24]>>[CH2:1]([c:2]1[cH:3][cH:4][cH:5][cH:6][cH:7]1)[c:8]1[n:9][cH:10][c:11]([CH2:14][CH2:15][N+:16](=[O:17])[O-:18])[cH:12][cH:13]1. The reactants are BrC1=CC(=C(C(=O)O)C=C1)C (4-bromo-2-methylbenzoic acid), [H-].[Al+3].[Li+].[H-].[H-].[H-] (lithium aluminiumhydride). Solvent: O (water), CCOCC (Et2O). Conditions: time 4 hour. The product is BrC1=CC(=C(C=C1)CO)C ((4-bromo-2-methylphenyl)methanol). Isolated yield 80.4%. RXN SMILES: [Br:1][C:2]1[CH:10]=[CH:9][C:5]([C:6](O)=[O:7])=[C:4]([CH3:11])[CH:3]=1.[H-].[Al+3].[Li+].[H-].[H-].[H-]>CCOCC.O>[Br:1][C:2]1[CH:10]=[CH:9][C:5]([CH2:6][OH:7])=[C:4]([CH3:11])[CH:3]=1 |f:1.2.3.4.5.6|. Reported procedure: To a solution of 4-bromo-2-methylbenzoic acid (1.0 g, 4.65 mmol) in Et2O (15 mL) was added lithium aluminiumhydride (370 mg, 10.23 mmol) and the mixture was stirred for 4 hours. The reaction mixture was diluted with water (100 mL) and extracted with EtOAc (4×100 mL). The combined organic fractions were dried (MgSO4) and concentrated in vacuo. The residue was purified by flash chromatography (silica, petrol ether/EtOAc) to give the title compound as a colorless gum (752 mg, 80%). 1H NMR (CDCl3, 4...